From a dataset of the Open Reaction Database (ORD), a public repository of structured organic reaction records. describe an organic reaction: reactants, conditions, products, and yield Reactants: [N+](=O)([O-])C1=C(C(=C(OC2=CC=C(C(=O)OCC3=CC=CC=C3)C=C2)C(=C1F)F)F)O (benzyl 4-(4-nitro-3-hydroxy-2,5,6-trifluorophenoxy)benzoate), Example 1, [H][H] (hydrogen). Reagents/catalysts: [Pd] (Pd/C). The solvent is mixture, O1CCCC1 (tetrahydrofuran), C(C)(=O)OCC (ethyl acetate). Reaction conditions: time 3 day. Yields the product NC1=C(C(=C(OC2=CC=C(C(=O)O)C=C2)C(=C1F)F)F)O (4- (4-amino-3-hydroxy-2,5, 6-trifluoro-phenoxy)benzoic Acid). Yield: 93.0%. Reaction SMILES: [N+:1]([C:4]1[C:26]([F:27])=[C:25]([F:28])[C:7]([O:8][C:9]2[CH:24]=[CH:23][C:12]([C:13]([O:15]CC3C=CC=CC=3)=[O:14])=[CH:11][CH:10]=2)=[C:6]([F:29])[C:5]=1[OH:30])([O-])=O.[H][H]>O1CCCC1.C(OCC)(=O)C.[Pd]>[NH2:1][C:4]1[C:26]([F:27])=[C:25]([F:28])[C:7]([O:8][C:9]2[CH:10]=[CH:11][C:12]([C:13]([OH:15])=[O:14])=[CH:23][CH:24]=2)=[C:6]([F:29])[C:5]=1[OH:30]. Procedure: 50 g of benzyl 4-(4-nitro-3-hydroxy-2,5,6-trifluorophenoxy)benzoate prepared as described in Example 1 (0.12 mol) are dissolved in 600 ml of a mixture of tetrahydrofuran and ethyl acetate (volume ratio 1:1), and 5 g of Pd/C (palladium/carbon) are added to the solution. The mixture is then hydrogenated at room temperature in an autoclave with vigorous stirring using hydrogen at a pressure of 1 bar; after 3 days, the reaction is terminated. The yellow solution is evaporated to half in a rotary eva... The reactants are CC(C)=O, CO, Cn1ccc(Nc2ncnc3ccc(Oc4ccc(OC5CNC5)cn4)cc23)n1, [Na+], [OH-]. Product: CC(C)N1CC(Oc2ccc(Oc3ccc4ncnc(Nc5ccn(C)n5)c4c3)nc2)C1. RXN SMILES: [CH3:1][C:2]([CH3:3])=[O:4].[CH3:36][OH:37].[NH:5]1[CH2:6][CH:7]([O:9][c:10]2[cH:11][cH:12][c:13]([O:16][c:17]3[cH:18][c:19]4[c:20]([NH:27][c:28]5[n:29][n:30]([CH3:33])[cH:31][cH:32]5)[n:21][cH:22][n:23][c:24]4[cH:25][cH:26]3)[n:14][cH:15]2)[CH2:8]1.[Na+:35].[OH-:34]>>[CH3:1][CH:2]([CH3:3])[N:5]1[CH2:6][CH:7]([O:9][c:10]2[cH:11][cH:12][c:13]([O:16][c:17]3[cH:18][c:19]4[c:20]([NH:27][c:28]5[n:29][n:30]([CH3:33])[cH:31][cH:32]5)[n:21][cH:22][n:23][c:24]4[cH:25][cH:26]3)[n:14][cH:15]2)[CH2:8]1. Starting materials: CN1N=C2C=CC3=C(C2=C1)C(CC3)=CC#N ((2-methyl-6,7-dihydrocyclopenta[e]indazol-8(2H)-ylidene)acetonitrile), N.C(C)O (ammonia ethanol). The reagents and catalysts are [Co] (cobalt). Run in C(C)O (ethanol). Run at time 3 hour. Product: CN1N=C2C=CC3=C(C2=C1)C(CC3)=CCN (2-(2-methyl-6,7-dihydrocyclopenta[e]indazol-8(2H)-ylidene)ethanamine). Yield: 100.3%. Reaction SMILES: [CH3:1][N:2]1[CH:10]=[C:9]2[C:4]([CH:5]=[CH:6][C:7]3[CH2:13][CH2:12][C:11](=[CH:14][C:15]#[N:16])[C:8]=32)=[N:3]1.N.C(O)C>C(O)C.[Co]>[CH3:1][N:2]1[CH:10]=[C:9]2[C:4]([CH:5]=[CH:6][C:7]3[CH2:13][CH2:12][C:11](=[CH:14][CH2:15][NH2:16])[C:8]=32)=[N:3]1 |f:1.2|. Reported procedure: To a solution of (2-methyl-6,7-dihydrocyclopenta[e]indazol-8(2H)-ylidene)acetonitrile (600 mg, 2.87 mmol) in ethanol (14 mL) were added Raney cobalt (6 g) and 2M ammonia/ethanol solution (14 mL), and the mixture was stirred under a hydrogen atmosphere at room temperature for 3 hr. The catalyst was filtered off through celite, and the filtrate was concentrated under reduced pressure to give the title compound (614 mg, yield 99%). The reactants are CN, CC#N, ClCCl, O=S(Cl)Cl, CN(CC1CCc2ccc(S(=O)(=O)c3ccccc3)c(C(=O)O)c2O1)C(=O)OC(C)(C)C. Product: CNC(=O)c1c(S(=O)(=O)c2ccccc2)ccc2c1OC(CN(C)C(=O)OC(C)(C)C)CC2. As a reaction SMILES: [CH3:37][NH2:38].[CH3:42][C:43]#[N:44].[Cl:39][CH2:40][Cl:41].[S:33]([Cl:34])([Cl:35])=[O:36].[c:1]1([S:7](=[O:8])(=[O:9])[c:10]2[cH:11][cH:12][c:13]3[c:18]([c:19]2[C:20](=[O:21])[OH:22])[O:17][CH:16]([CH2:23][N:24]([CH3:25])[C:26](=[O:27])[O:28][C:29]([CH3:30])([CH3:31])[CH3:32])[CH2:15][CH2:14]3)[cH:2][cH:3][cH:4][cH:5][cH:6]1>>[c:1]1([S:7](=[O:8])(=[O:9])[c:10]2[cH:11][cH:12][c:13]3[c:18]([c:19]2[C:20](=[O:21])[NH:38][CH3:37])[O:17][CH:16]([CH2:23][N:24]([CH3:25])[C:26](=[O:27])[O:28][C:29]([CH3:30])([CH3:31])[CH3:32])[CH2:15][CH2:14]3)[cH:2][cH:3][cH:4][cH:5][cH:6]1. The reactants are COC1=CC=C(C=C1)C(C=C(N)C)=O (3-(4-methoxyphenyl)-1-methyl-3-oxo-1-propenamine), CN(C=O)C (dimethylformamide), C(C#C)(=O)OC (methyl propiolate). Run in C(C)(C)O (isopropyl alcohol). Reaction conditions: time 3 hour. Yields the product COC1=CC=C(C(=O)C=2C=CC(NC2C)=O)C=C1 (5-(4-methoxybenzoyl)-6-methyl-2(1H)-pyridinone). RXN SMILES: [CH3:1][O:2][C:3]1[CH:8]=[CH:7][C:6]([C:9](=[O:14])[CH:10]=[C:11]([CH3:13])[NH2:12])=[CH:5][CH:4]=1.CN(C)C=O.[C:20](OC)(=[O:23])[C:21]#[CH:22]>C(O)(C)C>[CH3:1][O:2][C:3]1[CH:4]=[CH:5][C:6]([C:9]([C:10]2[CH:22]=[CH:21][C:20](=[O:23])[NH:12][C:11]=2[CH3:13])=[O:14])=[CH:7][CH:8]=1. Procedure: To a stirred solution containing 93 g of 3-(4-methoxyphenyl)-1-methyl-3-oxo-1-propenamine and 200 ml of dimethylformamide was added 46 ml of methyl propiolate over a 30 minute period and the reaction mixture was stirred at ambient temperature for 3 hours and then gently refluxed for 24 hours. The reaction mixture was allowed to cool, treated with 200 ml of isopropyl alcohol and the solid filtered. The solid was washed with isopropyl alcohol and dried at 90°-95° C. to yield, as white shiny crysta... Starting materials: ClC=1C(=C(CO)C=CC1)O (3-Chloro-2-hydroxybenzyl alcohol), C1C=CC2=CC=CC=C12 (indene). Yields the product ClC1=CC=CC2=C1O[C@H]1[C@@H](C2)CC2=CC=CC=C21 (cis-6-chloro-4b,10,10a,11-tetrahydrobenz(b)indeno(2,1-e)pyran). Reaction SMILES: [Cl:1][C:2]1[C:3]([OH:10])=[C:4]([CH:7]=[CH:8][CH:9]=1)[CH2:5]O.[CH2:11]1[C:19]2[C:14](=[CH:15][CH:16]=[CH:17][CH:18]=2)[CH:13]=[CH:12]1>>[Cl:1][C:2]1[C:3]2[O:10][C@@H:11]3[C:19]4[C:14](=[CH:15][CH:16]=[CH:17][CH:18]=4)[CH2:13][C@@H:12]3[CH2:5][C:4]=2[CH:7]=[CH:8][CH:9]=1. Reported procedure: 3-Chloro-2-hydroxybenzyl alcohol (20.0 g) (prepared by the method of Zincke, Hanus and Ziegler, J.Prakt. Chem., (2), 152 126(1939)), and indene (15 ml) were heated together at 190°-200° for 2.5 hr. The crude product was chromatographed on silica gel, eluting with toluene/60°-80° petroleum ether to yield a colourless oil (2.34 g) which was distilled in vacuo to give an oil which crystallised on standing (1.70 g., b.pt. 115°-120°/0.05 mmHg m.pt. 60°-63°). The recrystallised product, from ethanol w...